Dataset: the Open Reaction Database (ORD), a public repository of structured organic reaction records. Task: describe an organic reaction: reactants, conditions, products, and yield The reactants are C1(=CC=CC=C1)[Mg]Br (phenyl-magnesium bromide), CN1C2C(CCC1CC2)=O (8-methyl-8-aza-bicyclo[3.2.1]octan-2-one). The solvent is O1CCCC1 (tetrahydrofuran). Conditions: temperature 0 celsius, time 5 hour. The product is CN1C2C(CCC1CC2)(O)C2=CC=CC=C2 (8-Methyl-2-phenyl-8-aza-bicyclo[3.2.1]octan-2-ol). Yield: 65.1%. RXN SMILES: [C:1]1([Mg]Br)[CH:6]=[CH:5][CH:4]=[CH:3][CH:2]=1.[CH3:9][N:10]1[CH:15]2[CH2:16][CH2:17][CH:11]1[C:12](=[O:18])[CH2:13][CH2:14]2>O1CCCC1>[CH3:9][N:10]1[CH:15]2[CH2:16][CH2:17][CH:11]1[C:12]([C:1]1[CH:6]=[CH:5][CH:4]=[CH:3][CH:2]=1)([OH:18])[CH2:13][CH2:14]2. Procedure details: To 5.4 ml (5.39 mmol) of a 1M phenyl-magnesium bromide solution under nitrogen at 0° C., was added drop-wise a solution of 500 mg 8-methyl-8-aza-bicyclo[3.2.1]octan-2-one (CAS 78477-91-5) in 5 ml tetrahydrofuran over mol-sieve. The reaction mixture was stirred at 0° C. for 5 hours. The mixture was quenched under ice bath cooling with a 20% ammonium chloride solution (5 ml). The organic layer was separated and the aqueous layer was extracted once with ethyl acetate. The combined organic layers we... The reactants are O=C([O-])[O-], CCOC(C)=O, CS(C)=O, COc1ccc(O)cc1C(C)C, Cc1cc([N+](=O)[O-])cc(C)c1Cl, [K+], [K+]. Product: COc1ccc(Oc2c(C)cc([N+](=O)[O-])cc2C)cc1C(C)C. RXN SMILES: [C:25](=[O:26])([O-:27])[O-:28].[CH3:31][CH2:32][O:33][C:34](=[O:35])[CH3:36].[CH3:37][S:38]([CH3:39])=[O:40].[CH:13]([CH3:14])([CH3:15])[c:16]1[cH:17][c:18]([OH:24])[cH:19][cH:20][c:21]1[O:22][CH3:23].[Cl:1][c:2]1[c:3]([CH3:12])[cH:4][c:5]([N+:9](=[O:10])[O-:11])[cH:6][c:7]1[CH3:8].[K+:29].[K+:30]>>[c:2]1([O:24][c:18]2[cH:17][c:16]([CH:13]([CH3:14])[CH3:15])[c:21]([O:22][CH3:23])[cH:20][cH:19]2)[c:3]([CH3:12])[cH:4][c:5]([N+:9](=[O:10])[O-:11])[cH:6][c:7]1[CH3:8]. Starting materials: CCO, O=C1c2c(Cl)cc(-c3cnn(Cc4ccccn4)c3)cc2CN1CC#Cc1ccccc1. The product is O=C1c2c(Cl)cc(-c3cnn(Cc4ccccn4)c3)cc2CN1CCCc1ccccc1. Reaction SMILES: [CH3:33][CH2:34][OH:35].[Cl:1][c:2]1[cH:3][c:4](-[c:21]2[cH:22][n:23][n:24]([CH2:26][c:27]3[n:28][cH:29][cH:30][cH:31][cH:32]3)[cH:25]2)[cH:5][c:6]2[c:10]1[C:9](=[O:11])[N:8]([CH2:12][C:13]#[C:14][c:15]1[cH:16][cH:17][cH:18][cH:19][cH:20]1)[CH2:7]2>>[Cl:1][c:2]1[cH:3][c:4](-[c:21]2[cH:22][n:23][n:24]([CH2:26][c:27]3[n:28][cH:29][cH:30][cH:31][cH:32]3)[cH:25]2)[cH:5][c:6]2[c:10]1[C:9](=[O:11])[N:8]([CH2:12][CH2:13][CH2:14][c:15]1[cH:16][cH:17][cH:18][cH:19][cH:20]1)[CH2:7]2. Starting materials: CO, CCOCCCOc1nc(N)c2nc(Br)n(Cc3ccccc3)c2n1, [Na+], [OH-]. Product: CCOCCCOc1nc(N)c2nc(OC)n(Cc3ccccc3)c2n1. Reaction SMILES: [CH3:28][OH:29].[NH2:1][c:2]1[c:3]2[n:4][c:5]([Br:25])[n:6]([CH2:18][c:19]3[cH:20][cH:21][cH:22][cH:23][cH:24]3)[c:7]2[n:8][c:9]([O:11][CH2:12][CH2:13][CH2:14][O:15][CH2:16][CH3:17])[n:10]1.[Na+:27].[OH-:26]>>[NH2:1][c:2]1[c:3]2[n:4][c:5]([O:26][CH3:28])[n:6]([CH2:18][c:19]3[cH:20][cH:21][cH:22][cH:23][cH:24]3)[c:7]2[n:8][c:9]([O:11][CH2:12][CH2:13][CH2:14][O:15][CH2:16][CH3:17])[n:10]1. The reactants are FC=1C=C(C=CC1S(=O)(=O)C1=C(C=CC=C1)F)C=1C(=CC=C(C1)F)O (3′,5-difluoro-4′-[(2-fluorophenyl)sulfonyl]biphenyl-2-ol), CC1=CC=C(C=C1)S(=O)(=O)O[C@@H](C(=O)OC)C (methyl (2R)-2-{[(4-methylphenyl)sulfonyl]oxy}propanoate), C([O-])([O-])=O.[K+].[K+] (potassium carbonate). Run in C(C)#N (acetonitrile), O (water). Run at temperature 65 celsius, time 8 hour. Product: CCCC(C)C.C(C)(=O)OCC (isohexane ethyl acetate), FC=1C=C(C=CC1S(=O)(=O)C1=C(C=CC=C1)F)C1=C(C=CC(=C1)F)O[C@H](C(=O)OC)C (methyl (2S)-2-({3′,5-difluoro-4′-[(2-fluorophenyl)sulfonyl]biphenyl-2-yl}oxy)propanoate). As a reaction SMILES: [F:1][C:2]1[CH:3]=[C:4]([C:18]2[C:19]([OH:25])=[CH:20][CH:21]=[C:22]([F:24])[CH:23]=2)[CH:5]=[CH:6][C:7]=1[S:8]([C:11]1[CH:16]=[CH:15][CH:14]=[CH:13][C:12]=1[F:17])(=[O:10])=[O:9].CC1C=CC(S([O:36][C@H:37]([CH3:42])[C:38]([O:40][CH3:41])=[O:39])(=O)=O)=CC=1.C(=O)([O-])[O-].[K+].[K+]>C(#N)C.O>[CH3:7][CH2:2][CH2:3][CH:4]([CH3:18])[CH3:5].[C:37]([O:25][CH2:19][CH3:20])(=[O:36])[CH3:38].[F:1][C:2]1[CH:3]=[C:4]([C:18]2[CH:23]=[C:22]([F:24])[CH:21]=[CH:20][C:19]=2[O:25][C@@H:37]([CH3:42])[C:38]([O:40][CH3:41])=[O:39])[CH:5]=[CH:6][C:7]=1[S:8]([C:11]1[CH:16]=[CH:15][CH:14]=[CH:13][C:12]=1[F:17])(=[O:10])=[O:9] |f:2.3.4,7.8|. Procedure details: The product of step (v) (175 mg), the product of step (vi) (124 mg) and potassium carbonate (133 mg) in acetonitrile (10 ml) were charged to a flask and stirred at 65° C. overnight. The reaction mixture was cooled, diluted with water (20 ml) and extracted with diethyl ether. The combined organic extracts were washed with brine, dried (MgSO4) and concentrated under reduced pressure. The residue was purified by chromatography on silica eluting with isohexane then 4:1 isohexane/ethyl acetate to giv... Starting materials: Cl.FC=1C=C(CN2N=CC(=C2)C2=CN(C3=NC=C(C=C32)C3=CC=C(C=C3)C3CCNCC3)S(=O)(=O)C3=CC=C(C)C=C3)C=CC1 (3-(1-(3-fluorobenzyl)-1H-pyrazol-4-yl)-5-(4-(piperidin-4-yl)phenyl)-1-tosyl-1H-pyrrolo[2,3-b]pyridine hydrochloride), FC=1C=C(CN2N=CC(=C2)C2=CN(C3=NC=C(C=C32)C=3C=NC(=CC3)N3CCN(CC3)CCOC)S(=O)(=O)C3=CC=C(C)C=C3)C=CC1 (3-(1-(3-fluorobenzyl)-1H-pyrazol-4-yl)-5-(6-(4-(2-methoxyethyl)piperazin-1-yl)pyridin-3-yl)-1-tosyl-1H-pyrrolo[2,3-b]pyridine), [OH-].[Li+] (lithium hydroxide). Run in C1CCOC1.CO.O (THF methanol water). Product: FC=1C=C(CN2N=CC(=C2)C2=CNC3=NC=C(C=C32)C=3C=NC(=CC3)N3CCN(CC3)CCOC)C=CC1 (3-(1-(3-fluorobenzyl)-1H-pyrazol-4-yl)-5-(6-(4-(2-methoxyethyl)piperazin-1-yl)pyridin-3-yl)-1H-pyrrolo[2,3-b]pyridine). Isolated yield 37.2%. Reaction SMILES: Cl.FC1C=C(C=CC=1)CN1C=C(C2C3C(=NC=C(C4C=CC(C5CCNCC5)=CC=4)C=3)N(S(C3C=CC(C)=CC=3)(=O)=O)C=2)C=N1.[F:46][C:47]1[CH:48]=[C:49]([CH:91]=[CH:92][CH:93]=1)[CH2:50][N:51]1[CH:55]=[C:54]([C:56]2[C:64]3[C:59](=[N:60][CH:61]=[C:62]([C:65]4[CH:66]=[N:67][C:68]([N:71]5[CH2:76][CH2:75][N:74]([CH2:77][CH2:78][O:79][CH3:80])[CH2:73][CH2:72]5)=[CH:69][CH:70]=4)[CH:63]=3)[N:58](S(C3C=CC(C)=CC=3)(=O)=O)[CH:57]=2)[CH:53]=[N:52]1.[OH-].[Li+]>C1COCC1.CO.O>[F:46][C:47]1[CH:48]=[C:49]([CH:91]=[CH:92][CH:93]=1)[CH2:50][N:51]1[CH:55]=[C:54]([C:56]2[C:64]3[C:59](=[N:60][CH:61]=[C:62]([C:65]4[CH:66]=[N:67][C:68]([N:71]5[CH2:72][CH2:73][N:74]([CH2:77][CH2:78][O:79][CH3:80])[CH2:75][CH2:76]5)=[CH:69][CH:70]=4)[CH:63]=3)[NH:58][CH:57]=2)[CH:53]=[N:52]1 |f:0.1,3.4,5.6.7|. Procedure details: Using similar reaction conditions as described in step-iii of example-1, 3-(1-(3-fluorobenzyl)-1H-pyrazol-4-yl)-5-(6-(4-(2-methoxyethyl)piperazin-1-yl)pyridin-3-yl)-1-tosyl-1H-pyrrolo[2,3-b]pyridine (70 mg, 0.105 mmol) was hydrolyzed by lithium hydroxide (25 mg, 0.63 mmol), THF/methanol/water (3/2/1 ml) to yield 20 mg (37.7% yield) of the titled compound. 1H NMR (CD3OD, 300 MHz): δ 8.55-8.51 (m, 3H), 8.23 (s, 1H), 8.12-8.09 (dd, 1H), 7.97 (s, 1H), 7.73 (s, 1H), 7.40-7.30 (m, 1H), 7.15-7.10 (m, 2...